This data is from the Open Reaction Database (ORD), a public repository of structured organic reaction records. The task is: describe an organic reaction: reactants, conditions, products, and yield Yields the product O=C(Nc1nccs1)C(CC1CCCC1)c1ccc(OCc2ccccc2)cc1. Reactants: O=C(O)C(CC1CCCC1)c1ccc(OCc2ccccc2)cc1, ClCCl, CN(C)C=O, CCN(C(C)C)C(C)C, O=C(Cl)C(=O)Cl, Nc1nccs1, C1CCOC1. RXN SMILES: [CH2:1]([c:2]1[cH:3][cH:4][cH:5][cH:6][cH:7]1)[O:8][c:9]1[cH:10][cH:11][c:12]([CH:15]([C:16](=[O:17])[OH:18])[CH2:19][CH:20]2[CH2:21][CH2:22][CH2:23][CH2:24]2)[cH:13][cH:14]1.[CH2:46]([Cl:47])[Cl:48].[CH3:54][N:55]([CH3:56])[CH:57]=[O:58].[CH:37]([N:38]([CH2:39][CH3:40])[CH:41]([CH3:42])[CH3:43])([CH3:44])[CH3:45].[Cl:25][C:26]([C:27]([Cl:28])=[O:29])=[O:30].[NH2:31][c:32]1[s:33][cH:34][cH:35][n:36]1.[O:49]1[CH2:50][CH2:51][CH2:52][CH2:53]1>>[CH2:1]([c:2]1[cH:3][cH:4][cH:5][cH:6][cH:7]1)[O:8][c:9]1[cH:10][cH:11][c:12]([CH:15]([C:16](=[O:18])[NH:31][c:32]2[s:33][cH:34][cH:35][n:36]2)[CH2:19][CH:20]2[CH2:21][CH2:22][CH2:23][CH2:24]2)[cH:13][cH:14]1.